This data is from the Open Reaction Database (ORD), a public repository of structured organic reaction records. The task is: describe an organic reaction: reactants, conditions, products, and yield Reactants: Clc1cc(Br)c2nccn2n1, C1CCOC1, CC(C)(C)[O-], COc1ccc(CNc2ccc(C)cn2)cc1, [K+]. Product: COc1ccc(CN(c2ccc(C)cn2)c2cc(Cl)nn3ccnc23)cc1. RXN SMILES: [Br:24][c:25]1[c:26]2[n:27]([n:28][c:29]([Cl:31])[cH:30]1)[cH:32][cH:33][n:34]2.[CH2:35]1[O:36][CH2:37][CH2:38][CH2:39]1.[CH3:18][C:19]([CH3:20])([O-:21])[CH3:22].[CH3:1][O:2][c:3]1[cH:4][cH:5][c:6]([CH2:7][NH:8][c:9]2[n:10][cH:11][c:12]([CH3:15])[cH:13][cH:14]2)[cH:16][cH:17]1.[K+:23]>>[CH3:1][O:2][c:3]1[cH:4][cH:5][c:6]([CH2:7][N:8]([c:9]2[n:10][cH:11][c:12]([CH3:15])[cH:13][cH:14]2)[c:25]2[c:26]3[n:27]([n:28][c:29]([Cl:31])[cH:30]2)[cH:32][cH:33][n:34]3)[cH:16][cH:17]1. Reactants: OC(C(=O)OCC)CCC1=CC=C(C=C1)C1=C(C=CC=C1)Cl (ethyl α-hydroxy-γ-(2'-chloro-4-biphenylyl)butyrate), P(Br)(Br)(Br)(Br)Br (phosphorus pentabromide). The solvent is petroleum ether. The product is BrC(C(=O)OCC)CCC1=CC=C(C=C1)C1=C(C=CC=C1)Cl (ethyl α-bromo-γ-(2'-chloro-4-biphenylyl)butyrate). Reaction SMILES: O[CH:2]([CH2:8][CH2:9][C:10]1[CH:15]=[CH:14][C:13]([C:16]2[CH:21]=[CH:20][CH:19]=[CH:18][C:17]=2[Cl:22])=[CH:12][CH:11]=1)[C:3]([O:5][CH2:6][CH3:7])=[O:4].P(Br)(Br)(Br)(Br)[Br:24]>>[Br:24][CH:2]([CH2:8][CH2:9][C:10]1[CH:15]=[CH:14][C:13]([C:16]2[CH:21]=[CH:20][CH:19]=[CH:18][C:17]=2[Cl:22])=[CH:12][CH:11]=1)[C:3]([O:5][CH2:6][CH3:7])=[O:4]. Procedure: To 15.4 g. (0.0476 moles) of ethyl α-hydroxy-γ-(2'-chloro-4-biphenylyl)butyrate there is added slowly with stirring at 40°-50°C 23 g. (0.053 moles) of phosphorus pentabromide. The mixture is stirred at room temperature for 16 hours, then diluted with 70 ml. of petroleum ether, and poured into 125 ml. of ice-cold water. The organic phase is separated, washed with saturated aqueous sodium hydrogen carbonate solution, dried over anhydrous sodium sulfate, filtered and the solvent removed in vacuo to... Reactants: N (NH3), [NH4+].[Cl-] (NH4Cl), [C-]#N.[K+] (KCN), [O-]S(=O)(=O)[O-].[Mg+2] (MgSO4), C1=CC2=C(C=C1C=O)OCO2 (Piperonal). The solvent is C1CCOC1 (THF). Conditions: time 24 hour. The product is NC(C#N)C1=CC2=C(OCO2)C=C1 (Amino-1,3-benzodioxol-5-ylacetonitrile). Reaction SMILES: [CH:1]1[C:6]([CH:7]=O)=[CH:5][C:4]2[O:9][CH2:10][O:11][C:3]=2[CH:2]=1.[NH3:12].[NH4+:13].[Cl-].[C-:15]#N.[K+].[O-]S([O-])(=O)=O.[Mg+2]>C1COCC1>[NH2:12][CH:7]([C:6]1[CH:1]=[CH:2][C:3]2[O:11][CH2:10][O:9][C:4]=2[CH:5]=1)[C:15]#[N:13] |f:2.3,4.5,6.7|. Procedure details: Piperonal (6.00 g) is dissolved in THF (25 mL) and aq. NH3 (58%, 4.2 mL), NH4Cl (3.3 g) and KCN (3.9 g) are added. The mixture is stirred efficiently for 24 h. MgSO4 is added and the mixture stirred for 30 min., filtered and washed with THF. The filtrate is evaporated under reduced pressure and the residue purified by FC (Et2O/petrol ether 1:2,→2:1,→Et2O). Aminonitrile W-99 is obtained as a brown, unstable oil (2.87 g). The hydrochloride salt is precipitated from sat. HCl/Et2O for analytical pur... Reactants: CC1=C(C=NC=C1)N1C(NCC1)=O (1-(4-methyl-pyridin-3-yl)-imidazolidin-2-one), COC(C1=CC=C(C=C1)Br)=O (4-bromo-benzoic acid methyl ester), N[C@H]1[C@@H](CCCC1)N (trans-1,2-diamino cyclohexane), C([O-])([O-])=O.[K+].[K+] (potassium carbonate). The reagents and catalysts are [Cu](I)I (copper iodide). Solvent: O1CCOCC1 (1,4-dioxane). Yields the product COC(C1=CC=C(C=C1)N1C(N(CC1)C=1C=NC=CC1C)=O)=O (4-[3-(4-Methyl-pyridin-3-yl)-2-oxo-imidazolidin-1-yl]-benzoic acid methyl ester). Yield: 87.3%. As a reaction SMILES: [CH3:1][C:2]1[CH:7]=[CH:6][N:5]=[CH:4][C:3]=1[N:8]1[CH2:12][CH2:11][NH:10][C:9]1=[O:13].[CH3:14][O:15][C:16](=[O:24])[C:17]1[CH:22]=[CH:21][C:20](Br)=[CH:19][CH:18]=1.N[C@@H]1CCCC[C@H]1N.C(=O)([O-])[O-].[K+].[K+]>[Cu](I)I.O1CCOCC1>[CH3:14][O:15][C:16](=[O:24])[C:17]1[CH:22]=[CH:21][C:20]([N:10]2[CH2:11][CH2:12][N:8]([C:3]3[CH:4]=[N:5][CH:6]=[CH:7][C:2]=3[CH3:1])[C:9]2=[O:13])=[CH:19][CH:18]=1 |f:3.4.5|. Reported procedure: Using the same reaction conditions as in Example 14, 1-(4-methyl-pyridin-3-yl)-imidazolidin-2-one (I-14b: 150 mg, 0.84650 mmol) was reacted with 4-bromo-benzoic acid methyl ester (182 mg, 0.84650 mmol), 1,4-dioxane (50 mL), copper iodide (16 mg, 0.084650 mmol), trans-1,2-diamino cyclohexane (29 mg, 0.2539 mmol) and potassium carbonate (468 mg, 3.3860 mmol) to afford the crude product. Purification by column chromatography on silica gel (5% MeOH in DCM) afforded 230 mg of 4-[3-(4-Methyl-pyridin-3... Reactants: [H-], [Na+], CN(C)C=O, CCOC(=O)c1ccc(O)cc1, CCCCCCC(CCOS(=O)(=O)c1ccc(C)cc1)C(F)(F)F. The product is CCCCCCC(CCOc1ccc(C(=O)OCC)cc1)C(F)(F)F. Reaction SMILES: [H-:37].[Na+:38].[O:39]=[CH:40][N:41]([CH3:42])[CH3:43].[OH:25][c:26]1[cH:27][cH:28][c:29]([C:30](=[O:31])[O:32][CH2:33][CH3:34])[cH:35][cH:36]1.[c:1]1([CH3:2])[cH:3][cH:4][c:5]([S:6]([O:7][CH2:11][CH2:12][CH:13]([CH2:14][CH2:15][CH2:16][CH2:17][CH2:18][CH3:19])[C:20]([F:21])([F:22])[F:23])(=[O:8])=[O:9])[cH:10][cH:24]1>>[CH2:11]([CH2:12][CH:13]([CH2:14][CH2:15][CH2:16][CH2:17][CH2:18][CH3:19])[C:20]([F:21])([F:22])[F:23])[O:25][c:26]1[cH:27][cH:28][c:29]([C:30](=[O:31])[O:32][CH2:33][CH3:34])[cH:35][cH:36]1. The reactants are C(CCCCCCCCCCCCCCC)N(CCCCCCCCCCCCCCCC)CC1=CC(=CC=C1)C#N (α-[N,N-di(n-hexadecyl)amino]-m-toluonitrile), C(C)S (ethanthiol), Cl (hydrogen chloride). Run in C(Cl)(Cl)Cl (chloroform). Reaction conditions: time 6 day. The product is Cl.Cl.C(C)SC(C1=CC(=CC=C1)CN(CCCCCCCCCCCCCCCC)CCCCCCCCCCCCCCCC)=N (Ethyl-m-[N,N-di(n-hexadecyl)aminomethyl]-thiobenzimidate Dihydrochloride). The yield is 88.0%. As a reaction SMILES: [CH2:1]([N:17]([CH2:34][C:35]1[CH:40]=[CH:39][CH:38]=[C:37]([C:41]#[N:42])[CH:36]=1)[CH2:18][CH2:19][CH2:20][CH2:21][CH2:22][CH2:23][CH2:24][CH2:25][CH2:26][CH2:27][CH2:28][CH2:29][CH2:30][CH2:31][CH2:32][CH3:33])[CH2:2][CH2:3][CH2:4][CH2:5][CH2:6][CH2:7][CH2:8][CH2:9][CH2:10][CH2:11][CH2:12][CH2:13][CH2:14][CH2:15][CH3:16].[CH2:43]([SH:45])[CH3:44].[ClH:46]>C(Cl)(Cl)Cl>[ClH:46].[ClH:46].[CH2:43]([S:45][C:41](=[NH:42])[C:37]1[CH:38]=[CH:39][CH:40]=[C:35]([CH2:34][N:17]([CH2:18][CH2:19][CH2:20][CH2:21][CH2:22][CH2:23][CH2:24][CH2:25][CH2:26][CH2:27][CH2:28][CH2:29][CH2:30][CH2:31][CH2:32][CH3:33])[CH2:1][CH2:2][CH2:3][CH2:4][CH2:5][CH2:6][CH2:7][CH2:8][CH2:9][CH2:10][CH2:11][CH2:12][CH2:13][CH2:14][CH2:15][CH3:16])[CH:36]=1)[CH3:44] |f:4.5.6|. Procedure: A mixture of α-[N,N-di(n-hexadecyl)amino]-m-toluonitrile (23.2 g., 0.04 mole), ethanthiol (6.0 ml., 0.08 mole) and chloroform (100 ml.) was saturated with dry hydrogen chloride for 30 minutes at 20°-25° C. It was then stoppered and held for six days at 5° C. The mixture was evaporated in vacuo to a foam which was crystallized by trituration with 1,2-dimethoxyethane. The crude product was recrystallized from hot 1,2-dimethoxyethane/chloroform [24.9 g., 88% yield, Rf 0.79 (4:1, benzene:ethanol on ... Procedure details: (2-Fluorophenyl)(4-hydroxyphenyl)methanone (9.0 g, 41.6 mmol), benzyl bromide (7.1 g, 41.6 mmol), and potassium carbonate (5.8 g, 41.6 mmol) were mixed in acetonitrile (60 mL). The resulting mixture was shaken at 70° C. overnight (15 h). After cooling to ambient temperature, EtOAc (200 mL) and water (100 mL) were added. The phases were separated, and the aqueous phase was further extracted with EtOAc (200 mL). The combined organic phase was washed with Na2CO3 (3×100 mL, saturated aqueous solutio... Reaction SMILES: [F:1][C:2]1[CH:7]=[CH:6][CH:5]=[CH:4][C:3]=1[C:8]([C:10]1[CH:15]=[CH:14][C:13]([OH:16])=[CH:12][CH:11]=1)=[O:9].[CH2:17](Br)[C:18]1[CH:23]=[CH:22][CH:21]=[CH:20][CH:19]=1.C(=O)([O-])[O-].[K+].[K+].CCOC(C)=O>C(#N)C.O>[CH2:17]([O:16][C:13]1[CH:12]=[CH:11][C:10]([C:8]([C:3]2[CH:4]=[CH:5][CH:6]=[CH:7][C:2]=2[F:1])=[O:9])=[CH:15][CH:14]=1)[C:18]1[CH:23]=[CH:22][CH:21]=[CH:20][CH:19]=1 |f:2.3.4|. Starting materials: CCOC(=O)C (EtOAc), FC1=C(C=CC=C1)C(=O)C1=CC=C(C=C1)O ((2-Fluorophenyl)(4-hydroxyphenyl)methanone), C(C1=CC=CC=C1)Br (benzyl bromide), C([O-])([O-])=O.[K+].[K+] (potassium carbonate). The product is C(C1=CC=CC=C1)OC1=CC=C(C=C1)C(=O)C1=C(C=CC=C1)F ((4-(Benzyloxy)phenyl)(2-fluorophenyl)methanone). Run in O (water), C(C)#N (acetonitrile). Run at temperature 70 celsius, time 15 hour.